From a dataset of the Open Reaction Database (ORD), a public repository of structured organic reaction records. describe an organic reaction: reactants, conditions, products, and yield The reactants are C[Si](C)(C)c1nccs1, Cc1ccccc1, CCOC(=O)Cl, [Na+], [Na+], O=C([O-])[O-]. Product: CCOC(=O)c1nccs1. RXN SMILES: [CH3:1][Si:2]([c:3]1[s:4][cH:5][cH:6][n:7]1)([CH3:8])[CH3:9].[CH3:22][c:23]1[cH:24][cH:25][cH:26][cH:27][cH:28]1.[Cl:10][C:11](=[O:12])[O:13][CH2:14][CH3:15].[Na+:16].[Na+:17].[O-:18][C:19](=[O:20])[O-:21]>>[c:3]1([C:11](=[O:12])[O:13][CH2:14][CH3:15])[s:4][cH:5][cH:6][n:7]1. Starting materials: CN(C)C=O (DMF), C(=O)([O-])[O-].[Na+].[Na+] (Na2CO3), ClC1=CC(=C(C=C1)[N+](=O)[O-])F (4-chloro-2-fluoro-1-nitrobenzene), OC1=CC=C(C(=O)OC)C=C1 (methyl 4-hydroxybenzoate), product. The solvent is C(C)(=O)OCC (ethyl acetate). Conditions: time 8 hour. Yields the product ClC=1C=CC(=C(OC2=CC=C(C(=O)OC)C=C2)C1)[N+](=O)[O-] (Methyl 4-(5-chloro-2-nitrophenoxy)benzoate). Reaction SMILES: CN(C=O)C.C([O-])([O-])=O.[Na+].[Na+].[Cl:12][C:13]1[CH:18]=[CH:17][C:16]([N+:19]([O-:21])=[O:20])=[C:15](F)[CH:14]=1.[OH:23][C:24]1[CH:33]=[CH:32][C:27]([C:28]([O:30][CH3:31])=[O:29])=[CH:26][CH:25]=1>C(OCC)(=O)C>[Cl:12][C:13]1[CH:18]=[CH:17][C:16]([N+:19]([O-:21])=[O:20])=[C:15]([CH:14]=1)[O:23][C:24]1[CH:25]=[CH:26][C:27]([C:28]([O:30][CH3:31])=[O:29])=[CH:32][CH:33]=1 |f:1.2.3|. Procedure details: A DMF (4 mL) solution containing Na2CO3 (60 mg, 0.57 mmol), 4-chloro-2-fluoro-1-nitrobenzene (100 mg, 0.57 mmol) and methyl 4-hydroxybenzoate (87 mg, 0.57 mmol) was stirred at room temperature for 8 hours. HPLC analysis indicated ca. 85% product. The reaction solution was stirred for an additional 2 hours at 40° C. The solution was then diluted with ethyl acetate and washed with 1N NaOH. The organic phase was washed with water (3×), brine and dried over Na2SO4. The solution was filtered, concent... Reactants: C(C(=O)Cl)(=O)Cl (oxalyl chloride), C1(=CC=CC=C1)[C@H]1[C@H](CCC=C1)C(=O)O (1(R)-phenyl-2(S)-carboxy cyclohex-5-ene). The reagents and catalysts are CN(C)C=O (DMF). Run in C(Cl)Cl (CH2Cl2). Reaction conditions: time 1 hour. Yields the product C1(=CC=CC=C1)[C@H]1[C@H](CCC=C1)C(=O)Cl (1(R)-phenyl-cyclohex-5-ene-2(S)-carbonyl chloride). As a reaction SMILES: [C:1]1([C@@H:7]2[CH:12]=[CH:11][CH2:10][CH2:9][C@@H:8]2[C:13]([OH:15])=O)[CH:6]=[CH:5][CH:4]=[CH:3][CH:2]=1.C(Cl)(=O)C([Cl:19])=O>C(Cl)Cl.CN(C=O)C>[C:1]1([C@@H:7]2[CH:12]=[CH:11][CH2:10][CH2:9][C@@H:8]2[C:13]([Cl:19])=[O:15])[CH:6]=[CH:5][CH:4]=[CH:3][CH:2]=1. Reported procedure: To a solution of 155 mg (1.02 mmol) of 1(R)-phenyl-2(S)-carboxy cyclohex-5-ene (See U.S. Pat. No. 5,750,549, Example 158, Step B) in 3 mL of CH2Cl2 at 0° C. was added oxalyl chloride (100 uL) followed by DMF (1 drop). The reaction was allowed to warm to room temperature. After stirring 1 hour the reaction was concentrated in vacuo, redissolved in CH2Cl2 and concentrated to a yellow solid which was used directly in the next step.